This data is from the Open Reaction Database (ORD), a public repository of structured organic reaction records. The task is: describe an organic reaction: reactants, conditions, products, and yield The reactants are FC1=CC=C(C=C1)C1=CC=C2C=C(C=NC2=C1)S(=O)[O-].[Na+] (Sodium 7-(4-fluorophenyl)quinoline-3-sulfinate), IC1=C(C=CC=C1)[C@H](C)O ((1S)-1-(2-iodophenyl)ethanol), N (ammonia). The reagents and catalysts are [Cu]I (copper(I) iodide). Run in CS(=O)C (Dimethyl sulfoxide). Conditions: time 1 hour. Product: FC1=CC=C(C=C1)C1=CC=C2C=C(C=NC2=C1)S(=O)(=O)C1=C(C=CC=C1)[C@H](C)O ((1S)-1-(2-{[7-(4-Fluorophenyl)quinolin-3-yl]sulfonyl}phenyl)ethanol). Yield: 41.3%. RXN SMILES: [F:1][C:2]1[CH:7]=[CH:6][C:5]([C:8]2[CH:17]=[C:16]3[C:11]([CH:12]=[C:13]([S:18]([O-:20])=[O:19])[CH:14]=[N:15]3)=[CH:10][CH:9]=2)=[CH:4][CH:3]=1.[Na+].I[C:23]1[CH:28]=[CH:27][CH:26]=[CH:25][C:24]=1[C@@H:29]([OH:31])[CH3:30].N>[Cu]I.CS(C)=O>[F:1][C:2]1[CH:3]=[CH:4][C:5]([C:8]2[CH:17]=[C:16]3[C:11]([CH:12]=[C:13]([S:18]([C:23]4[CH:28]=[CH:27][CH:26]=[CH:25][C:24]=4[C@@H:29]([OH:31])[CH3:30])(=[O:20])=[O:19])[CH:14]=[N:15]3)=[CH:10][CH:9]=2)=[CH:6][CH:7]=1 |f:0.1|. Reported procedure: Sodium 7-(4-fluorophenyl)quinoline-3-sulfinate (2.52 g, 8.15 mmol), (1S)-1-(2-iodophenyl)ethanol (2.18 g, 8.79 mmol) and copper(I) iodide (4.69 g, 24.6 mmol) were weighed into a 3-neck round-bottomed flask. A nitrogen atmosphere was established by evacuation and back-filling with nitrogen. Dimethyl sulfoxide (50 mL) was added and the flask placed in an oil bath at 110° C. The reaction mixture was stirred at this temperature for 1 hour. The cooled reaction mixture was poured into concentrated amm... Starting materials: COC(=O)CS(=O)(=O)Cl, ClCCl, Cl, Nc1ccc(F)cc1C(F)(F)F, c1ccncc1. Yields the product COC(=O)CS(=O)(=O)Nc1ccc(F)cc1C(F)(F)F. Reaction SMILES: [CH3:13][O:14][C:15]([CH2:16][S:17](=[O:18])(=[O:19])[Cl:20])=[O:21].[Cl:29][CH2:30][Cl:31].[ClH:22].[F:1][c:2]1[cH:3][c:4]([C:9]([F:10])([F:11])[F:12])[c:5]([NH2:6])[cH:7][cH:8]1.[cH:23]1[cH:24][cH:25][n:26][cH:27][cH:28]1>>[F:1][c:2]1[cH:3][c:4]([C:9]([F:10])([F:11])[F:12])[c:5]([NH:6][S:17]([CH2:16][C:15]([O:14][CH3:13])=[O:21])(=[O:18])=[O:19])[cH:7][cH:8]1. The reactants are Cl (hydrochloric acid), C(C)(C)(C)OC(=O)N1CC2=CC=CC(=C2CC1)OCC (2-t-butoxycarbonyl-5-ethoxy-1,2,3,4-tetrahydroisoquinoline). Solvent: C(C)O (ethanol), C(C)O (ethanol). Conditions: time 3 hour. The product is C(C)OC1=C2CCNCC2=CC=C1 (5-ethoxy-1,2,3,4-tetrahydroisoquinoline). Reaction SMILES: Cl.C(OC([N:9]1[CH2:18][CH2:17][C:16]2[C:11](=[CH:12][CH:13]=[CH:14][C:15]=2[O:19][CH2:20][CH3:21])[CH2:10]1)=O)(C)(C)C>C(O)C>[CH2:20]([O:19][C:15]1[CH:14]=[CH:13][CH:12]=[C:11]2[C:16]=1[CH2:17][CH2:18][NH:9][CH2:10]2)[CH3:21]. Procedure details: Excess of 3 mol L-1 hydrochloric acid in ethanol was added to a solution of 2-t-butoxycarbonyl-5-ethoxy-1,2,3,4-tetrahydroisoquinoline (Example 8) (1.55 g, 5.6 mmol) in ethanol. After 3 hours, the solution was evaporated to dryness, and the hydrochloride salt of 5-ethoxy-1,2,3,4-tetrahydroisoquinoline was dissolved in water. The solution was made strongly alkaline with sodium hydroxide, and the product was extracted in dichloromethane, dried over Na2SO4, and evaporated. The product was purified ... The reactants are FC(C(=O)[O-])(F)F (trifluoroacetate), ClC1=C(C=C(C=C1N1CC(OCC1)CO)C#N)NC1=NN2C(C(=N1)N(CC1=CC=C(C=C1)OC)C1CC1)=NC=C2C#N ((+/−)-2-((2-chloro-5-cyano-3-(2-(hydroxymethyl)morpholino)phenyl)amino)-4-(cyclopropyl(4-methoxybenzyl)amino)imidazo[2,1-f][1,2,4]triazine-7-carbonitrile), C1(=CC=CC=C1)OC (anisole), FC(C(=O)O)(F)F (trifluoroacetic acid), alcohol. The solvent is ClCCl (dichloromethane). Run at time 20 minute. Yields the product ClC1=C(C=C(C=C1N1CC(OCC1)CO)C#N)NC1=NN2C(C(=N1)NC1CC1)=NC=C2C#N ((+/−)-2-((2-Chloro-5-cyano-3-(2-(hydroxymethyl)morpholino)phenyl)amino)-4-(cyclopropylamino)imidazo[2,1-f][1,2,4]triazine-7-carbonitrile). The yield is 12.5%. RXN SMILES: [Cl:1][C:2]1[C:7]([N:8]2[CH2:13][CH2:12][O:11][CH:10]([CH2:14][OH:15])[CH2:9]2)=[CH:6][C:5]([C:16]#[N:17])=[CH:4][C:3]=1[NH:18][C:19]1[N:24]=[C:23]([N:25]([CH:35]2[CH2:37][CH2:36]2)CC2C=CC(OC)=CC=2)[C:22]2=[N:38][CH:39]=[C:40]([C:41]#[N:42])[N:21]2[N:20]=1.C1(OC)C=CC=CC=1.FC(F)(F)C(O)=O.FC(F)(F)C([O-])=O>ClCCl>[Cl:1][C:2]1[C:7]([N:8]2[CH2:13][CH2:12][O:11][CH:10]([CH2:14][OH:15])[CH2:9]2)=[CH:6][C:5]([C:16]#[N:17])=[CH:4][C:3]=1[NH:18][C:19]1[N:24]=[C:23]([NH:25][CH:35]2[CH2:36][CH2:37]2)[C:22]2=[N:38][CH:39]=[C:40]([C:41]#[N:42])[N:21]2[N:20]=1. Procedure details: To a round bottom flask charged with (+/−)-2-((2-chloro-5-cyano-3-(2-(hydroxymethyl)morpholino)phenyl)amino)-4-(cyclopropyl(4-methoxybenzyl)amino)imidazo[2,1-f][1,2,4]triazine-7-carbonitrile (35.2 mg, 0.06 mmol) in dichloromethane (200 μl) was added anisole (32.8 μl, 0.300 mmol), followed by trifluoroacetic acid (185 μl, 2.400 mmol). The reaction mixture was stirred at room temperature ON. LCMS indicated primarily the trifluoroacetate product was present. Excess TFA was removed in vacuo. The res... The reactants are Cl.N1CCC(CC1)N1C(OCC2=C1C=CC=C2)=O (1-piperidin-4yl-1,4-dihydro-2H-3,1-benzoxazin-2-one hydrochloride), ClC=1C=C(C=CC1F)[N+](=O)[O-] (3-chloro-4-fluoronitrobenzene). Reaction SMILES: Cl.[NH:2]1[CH2:7][CH2:6][CH:5]([N:8]2[C:13]3[CH:14]=[CH:15][CH:16]=[CH:17][C:12]=3[CH2:11][O:10][C:9]2=[O:18])[CH2:4][CH2:3]1.[Cl:19][C:20]1[CH:21]=[C:22]([N+:27]([O-:29])=[O:28])[CH:23]=[CH:24][C:25]=1F>>[Cl:19][C:20]1[CH:21]=[C:22]([N+:27]([O-:29])=[O:28])[CH:23]=[CH:24][C:25]=1[N:2]1[CH2:3][CH2:4][CH:5]([N:8]2[C:13]3[CH:14]=[CH:15][CH:16]=[CH:17][C:12]=3[CH2:11][O:10][C:9]2=[O:18])[CH2:6][CH2:7]1 |f:0.1|. Reported procedure: The product was prepared from 1-piperidin-4yl-1,4-dihydro-2H-3,1-benzoxazin-2-one hydrochloride (1.5 g) and 3-chloro-4-fluoronitrobenzene (1.23 g) using the method of example 115 step (ii). Yield 1.37 g. The product is ClC1=C(C=CC(=C1)[N+](=O)[O-])N1CCC(CC1)N1C(OCC2=C1C=CC=C2)=O (1-[1-(2-Chloro-4-nitrophenyl)piperidin-4-yl]-1,4-dihydro-2H-3,1-benzoxazin-2-one). Reactants: ClC1=NC=CC(=C1)O (2-chloropyridin-4-ol), Br.BrCC=1C=NC=CC1 (3-(bromomethyl)pyridine hydrobromide), [OH-].[Na+] (sodium hydroxide). Reagents/catalysts: [Br-].C(CCC)[N+](CCCC)(CCCC)CCCC (tetrabutylammonium bromide). Run in C1(=CC=CC=C1)C (toluene), CCOC(=O)C (EtOAc). Product: ClC1=NC=CC(=C1)OCC=1C=NC=CC1 (2-chloro-4-(pyridin-3-ylmethoxy)pyridine). The yield is 75.0%. RXN SMILES: [Cl:1][C:2]1[CH:7]=[C:6]([OH:8])[CH:5]=[CH:4][N:3]=1.Br.Br[CH2:11][C:12]1[CH:13]=[N:14][CH:15]=[CH:16][CH:17]=1.[OH-].[Na+]>[Br-].C([N+](CCCC)(CCCC)CCCC)CCC.C1(C)C=CC=CC=1.CCOC(C)=O>[Cl:1][C:2]1[CH:7]=[C:6]([O:8][CH2:11][C:12]2[CH:13]=[N:14][CH:15]=[CH:16][CH:17]=2)[CH:5]=[CH:4][N:3]=1 |f:1.2,3.4,5.6|. Reported procedure: A mixture of 2 g (15.4 mmol) of 2-chloropyridin-4-ol, 3.82 g (15.1 mmol) of 3-(bromomethyl)pyridine hydrobromide, 3 g (75.6 mmol) of sodium hydroxide and 1.39 g (4.3 mmol) of tetrabutylammonium bromide in 90 mL of toluene is refluxed for 12 hours. After cooling to room temperature, the reaction medium is taken up in 300 mL of EtOAc, washed successively with water (2×100 mL), with saturated NaHCO3 solution (100 mL) and with brine (100 mL), dried over Na2SO4, filtered, concentrated under reduced p... Starting materials: Cl (HCl), C(=C)C1=CC(=CC2=CC(=CC=C12)OCC1=CC=CC=C1)C(=O)OC (1-vinyl-3-carbomethoxy-6benzyloxynaphthalene), [OH-].[Na+] (NaOH), OO (H2O2). The solvent is C1CCOC1 (THF), O (H2O). Conditions: temperature 25 celsius, time 2 hour. Product: OC(C)C1=CC(=CC2=CC(=CC=C12)OCC1=CC=CC=C1)C(=O)OC (1-hydroxyethyl-3-carbomethoxy-6-benzyloxynaphthalene). Reaction SMILES: [CH:1]([C:3]1[C:12]2[C:7](=[CH:8][C:9]([O:13][CH2:14][C:15]3[CH:20]=[CH:19][CH:18]=[CH:17][CH:16]=3)=[CH:10][CH:11]=2)[CH:6]=[C:5]([C:21]([O:23][CH3:24])=[O:22])[CH:4]=1)=[CH2:2].[OH-:25].[Na+].OO.Cl>C1COCC1.O>[OH:25][CH:1]([C:3]1[C:12]2[C:7](=[CH:8][C:9]([O:13][CH2:14][C:15]3[CH:16]=[CH:17][CH:18]=[CH:19][CH:20]=3)=[CH:10][CH:11]=2)[CH:6]=[C:5]([C:21]([O:23][CH3:24])=[O:22])[CH:4]=1)[CH3:2] |f:1.2|. Procedure: A solution of 0.3 g (0.9 mmol) of 1-vinyl-3-carbomethoxy-6benzyloxynaphthalene and 0.9 ml (0.9 mmol) of 1.0M BH3.THF complex in 15 ml of THF is stirred at 25° C. for 2 hours. To this is added 1 ml of H2O, 1 ml of 1N NaOH and 1 ml of 30% H2O2 which is then stirred at 25° C. for 2 hours. The mixture is acidified to pH ~1 using 1N HCl and extracted with ethyl acetate. The organics are dried (MgSO4) and concentrated in vacuo. Purification by flash silica gel chromatography using 15% ethyl acetate in... Reactants: O=C([O-])[O-], CC(C)c1cc(CCl)ccc1C(C)(C)C, O=C(CC(c1ccc(O)cc1)c1ccon1)N1C(=O)OCC1Cc1ccccc1, [Cs+], [Cs+], CN(C)C=O, O. The product is CC(C)c1cc(COc2ccc(C(CC(=O)N3C(=O)OCC3Cc3ccccc3)c3ccon3)cc2)ccc1C(C)(C)C. Reaction SMILES: [C:1](=[O:2])([O-:3])[O-:4].[C:36]([CH3:37])([CH3:38])([CH3:39])[c:40]1[c:41]([CH:48]([CH3:49])[CH3:50])[cH:42][c:43]([CH2:46][Cl:47])[cH:44][cH:45]1.[CH2:7]([c:8]1[cH:9][cH:10][cH:11][cH:12][cH:13]1)[CH:14]1[N:15]([C:20]([CH2:21][CH:22]([c:23]2[n:24][o:25][cH:26][cH:27]2)[c:28]2[cH:29][cH:30][c:31]([OH:34])[cH:32][cH:33]2)=[O:35])[C:16](=[O:19])[O:17][CH2:18]1.[Cs+:5].[Cs+:6].[O:52]=[CH:53][N:54]([CH3:55])[CH3:56].[OH2:51]>>[CH2:7]([c:8]1[cH:9][cH:10][cH:11][cH:12][cH:13]1)[CH:14]1[N:15]([C:20]([CH2:21][CH:22]([c:23]2[n:24][o:25][cH:26][cH:27]2)[c:28]2[cH:29][cH:30][c:31]([O:34][CH2:46][c:43]3[cH:42][c:41]([CH:48]([CH3:49])[CH3:50])[c:40]([C:36]([CH3:37])([CH3:38])[CH3:39])[cH:45][cH:44]3)[cH:32][cH:33]2)=[O:35])[C:16](=[O:19])[O:17][CH2:18]1.